Dataset: the Open Reaction Database (ORD), a public repository of structured organic reaction records. Task: describe an organic reaction: reactants, conditions, products, and yield Starting materials: BrC1=NC(=CC=C1)F (2-Bromo-6-fluoropyridine), CC1(OB(OC1(C)C)C1=C2C(=NC=C1)N(C=C2)S(=O)(=O)C2=CC=C(C=C2)C)C (4-(4,4,5,5-Tetramethyl-1,3,2-dioxaborolan-2-yl)-1-(toluene-4-sulfonyl)-1H-pyrrolo[2,3-b]pyridine), C(=O)([O-])[O-].[Na+].[Na+] (Na2CO3). Solvent: COCCOC (DME), C(C)(=O)OCC (ethyl acetate). Reported procedure: In a 20 mL microwave tube, 2-Bromo-6-fluoropyridine (L) (682 mg, 3.3 mmol, 1.2 equiv.), 4-(4,4,5,5-tetramethyl-1,3,2-dioxaborolan-2-yl)-1-tosyl-1H-pyrrolo[2,3-b]pyridine (B)(1.1 g, 2.8 mmol, 1 equiv.) and Pd(PPh3)4 (323 mg, 0.28 mmol), 0.1 equiv.) were suspended in a mixture of DME (10 mL) and aqueous Na2CO3 2M (3 mL). The container was sealed and the reaction mixture was exposed to microwave irradiation for 30 min at 160° C. The resulting mixture was diluted in ethyl acetate, washed with water ... As a reaction SMILES: Br[C:2]1[CH:7]=[CH:6][CH:5]=[C:4]([F:8])[N:3]=1.CC1(C)C(C)(C)OB([C:17]2[CH:22]=[CH:21][N:20]=[C:19]3[N:23]([S:26]([C:29]4[CH:34]=[CH:33][C:32]([CH3:35])=[CH:31][CH:30]=4)(=[O:28])=[O:27])[CH:24]=[CH:25][C:18]=23)O1.C([O-])([O-])=O.[Na+].[Na+]>COCCOC.C(OCC)(=O)C.C1C=CC([P]([Pd]([P](C2C=CC=CC=2)(C2C=CC=CC=2)C2C=CC=CC=2)([P](C2C=CC=CC=2)(C2C=CC=CC=2)C2C=CC=CC=2)[P](C2C=CC=CC=2)(C2C=CC=CC=2)C2C=CC=CC=2)(C2C=CC=CC=2)C2C=CC=CC=2)=CC=1>[F:8][C:4]1[N:3]=[C:2]([C:17]2[CH:22]=[CH:21][N:20]=[C:19]3[N:23]([S:26]([C:29]4[CH:34]=[CH:33][C:32]([CH3:35])=[CH:31][CH:30]=4)(=[O:27])=[O:28])[CH:24]=[CH:25][C:18]=23)[CH:7]=[CH:6][CH:5]=1 |f:2.3.4,^1:58,60,79,98|. The reagents and catalysts are C=1C=CC(=CC1)[P](C=2C=CC=CC2)(C=3C=CC=CC3)[Pd]([P](C=4C=CC=CC4)(C=5C=CC=CC5)C=6C=CC=CC6)([P](C=7C=CC=CC7)(C=8C=CC=CC8)C=9C=CC=CC9)[P](C=1C=CC=CC1)(C=1C=CC=CC1)C=1C=CC=CC1 (Pd(PPh3)4). Product: FC1=CC=CC(=N1)C1=C2C(=NC=C1)N(C=C2)S(=O)(=O)C2=CC=C(C)C=C2 (4-(6-fluoropyridin-2-yl)-1-tosyl-1H-pyrrolo[2,3-b]pyridine), solid. The yield is 50.0%. Reactants: C(CCC)NCCCC (dibutylamine), C(C1=CC=CC=C1)(=S)N (thiobenzamide), C(C)C1=C(N=C(S1)C1=CC=CC=C1)C1=CC=C(C=C1)OCCCCl (5-ethyl-4-(4-chloropropoxyphenyl)-2-phenylthiazole). Yields the product free base, C(C)C1=C(N=C(S1)C1=CC=CC=C1)C1=CC=C(C=C1)OCCCN(CCCC)CCCC (5-Ethyl-4-(4-dibutylaminopropoxyphenyl)-2-phenylthiazole). The yield is 83.0%. As a reaction SMILES: C(N)(=S)C1C=CC=CC=1.[CH2:10]([C:12]1[S:16][C:15]([C:17]2[CH:22]=[CH:21][CH:20]=[CH:19][CH:18]=2)=[N:14][C:13]=1[C:23]1[CH:28]=[CH:27][C:26]([O:29][CH2:30][CH2:31][CH2:32]Cl)=[CH:25][CH:24]=1)[CH3:11].[CH2:34]([NH:38][CH2:39][CH2:40][CH2:41][CH3:42])[CH2:35][CH2:36][CH3:37]>>[CH2:10]([C:12]1[S:16][C:15]([C:17]2[CH:22]=[CH:21][CH:20]=[CH:19][CH:18]=2)=[N:14][C:13]=1[C:23]1[CH:28]=[CH:27][C:26]([O:29][CH2:30][CH2:31][CH2:32][N:38]([CH2:39][CH2:40][CH2:41][CH3:42])[CH2:34][CH2:35][CH2:36][CH3:37])=[CH:25][CH:24]=1)[CH3:11]. Procedure details: The title compound was prepared according to Example 1, using p-hydroxybutyrophenone (20 g, 0.12 mol) in place of p-hydroxyacetophenone and 1-bromo-3-chloropropane (48 ml, 0.48 mol) to give 25 g (85% yield) of p-chloropropoxybutyrophenone as an oil. 1H NMR (CDCl3): δ7.92 (d, J=8.9 Hz, 2H), 6.91 (d, J=8.9 Hz, 2H), 4.15 (t, J=5.9 Hz, 2H), 3.73 (t, J=6.3 Hz, 2H), 2.87 (t, J=7.0 Hz, 2H), 2.23 (m, 2H), 1.78 (m, 2H), 0.99 (t, J= 7.0 Hz, 3H). Bromination (5 ml, 0.10 mol) followed by condensation with t... Starting materials: CCO, CC(C)NC1CCCC1, O, N#CCO. Yields the product CC(C)N(CC#N)C1CCCC1. As a reaction SMILES: [CH3:15][CH2:16][OH:17].[CH:5]([CH3:6])([CH3:7])[NH:8][CH:9]1[CH2:10][CH2:11][CH2:12][CH2:13]1.[OH2:14].[OH:1][CH2:2][C:3]#[N:4]>>[CH2:2]([C:3]#[N:4])[N:8]([CH:5]([CH3:6])[CH3:7])[CH:9]1[CH2:10][CH2:11][CH2:12][CH2:13]1. The reactants are ClCC1=CC=CC(=N1)C#N (6-(chloromethyl)picolinonitrile), BrC1=C(C=CC=C1)O (2-bromophenol), C(=O)([O-])[O-].[Cs+].[Cs+] (Cs2CO3), C(C)#N (acetonitrile). Solvent: C(C)(=O)OCC (ethyl acetate). Run at temperature 80 celsius. Product: BrC1=C(OCC2=CC=CC(=N2)C#N)C=CC=C1 (6-((2-Bromophenoxy)methyl)picolinonitrile). As a reaction SMILES: Cl[CH2:2][C:3]1[N:8]=[C:7]([C:9]#[N:10])[CH:6]=[CH:5][CH:4]=1.[Br:11][C:12]1[CH:17]=[CH:16][CH:15]=[CH:14][C:13]=1[OH:18].C([O-])([O-])=O.[Cs+].[Cs+].C(#N)C>C(OCC)(=O)C>[Br:11][C:12]1[CH:17]=[CH:16][CH:15]=[CH:14][C:13]=1[O:18][CH2:2][C:3]1[N:8]=[C:7]([C:9]#[N:10])[CH:6]=[CH:5][CH:4]=1 |f:2.3.4|. Reported procedure: To a sealable 4 mL vial, containing 6-(chloromethyl)picolinonitrile (100 mg, 0.66 mmol) and 2-bromophenol (113 mg, 0.66 mmol), were added Cs2CO3 (320 mg, 0.98 mmol) and acetonitrile (1.7 mL). The vial was then heated at 80° Celsius for 15 hours. The reaction was then diluted with ethyl acetate, filtered through a celite plug and concentrated to dryness. The material was used without further purification. 1H NMR (500 MHz, CDCl3) δ 8.02-7.93 (m, 1H), 7.93-7.85 (m, 1H), 7.65-7.59 (dd, J=7.7, 1.1, 1...